Dataset: the Open Reaction Database (ORD), a public repository of structured organic reaction records. Task: describe an organic reaction: reactants, conditions, products, and yield Reactants: C[Si](C)(C)C=[N+]=[N-] ((trimethylsilyl)diazomethane), COC(C1=C(C=CC=C1)NC(=O)C=1C(=NOC1C1=CC=C(C=C1)C(F)(F)F)C)=O (2-{[3-Methyl-5-(4-trifluoromethyl-phenyl)-isoxazole-4-carbonyl]-amino}-benzoic acid methyl ester). Yields the product CC1=NOC(=C1C(=O)NC1=C(C(=O)O)C=CC=C1)C1=CC=C(C=C1)C(F)(F)F (2-{[3-Methyl-5-(4-trifluoromethyl-phenyl)-isoxazole-4-carbonyl]-amino}-benzoic acid). Isolated yield 60.0%. RXN SMILES: C[Si](C=[N+]=[N-])(C)C.C[O:9][C:10](=[O:36])[C:11]1[CH:16]=[CH:15][CH:14]=[CH:13][C:12]=1[NH:17][C:18]([C:20]1[C:21]([CH3:35])=[N:22][O:23][C:24]=1[C:25]1[CH:30]=[CH:29][C:28]([C:31]([F:34])([F:33])[F:32])=[CH:27][CH:26]=1)=[O:19]>>[CH3:35][C:21]1[C:20]([C:18]([NH:17][C:12]2[CH:13]=[CH:14][CH:15]=[CH:16][C:11]=2[C:10]([OH:36])=[O:9])=[O:19])=[C:24]([C:25]2[CH:26]=[CH:27][C:28]([C:31]([F:33])([F:32])[F:34])=[CH:29][CH:30]=2)[O:23][N:22]=1. Procedure: To a heterogeneous mixture of the above carboxylic acid (1.00 g, 4.34 mmol) and anhydrous DMF (2 drops) in anhydrous CH2Cl2 (5 mL) at 0° C. was added dropwise oxalyl chloride (760 μL, 8.69 mmol). The resultant mixture was warmed to RT and stirred for 2.5 h, whereupon it was concentrated to a heterogeneous yellow mixture and purged of excess oxalyl chloride in vacuo. The acid chloride was then added to a homogeneous solution of anthranilic acid (1.19 g, 8.69 mmol) in 2.5 N aqueous NaOH (6.95 mL, ... Starting materials: solution, C(CCC)[Li] (n-butyllithium), CCCCCC (hexane), solution, [Cl-].[Na+] (sodium chloride), O=CC[C@@H](C(=O)OC(C)(C)C)NC(=O)OCC1=CC=CC=C1 (1,1-dimethylethyl (S)-4-oxo-2-[[(phenylmethoxy)carbonyl]amino]butanoate), [Cl-].C1(=CC=CC=C1)[P+](CC=1N=CN(C1)C(C1=CC=CC=C1)(C1=CC=CC=C1)C1=CC=CC=C1)(C1=CC=CC=C1)C1=CC=CC=C1 (triphenyl[[1-(triphenylmethyl)-1H-imidazol-4-yl]methyl]phosphonium chloride). Reaction SMILES: [Cl-].C1([P+](C2C=CC=CC=2)(C2C=CC=CC=2)[CH2:9][C:10]2[N:11]=[CH:12][N:13]([C:15]([C:28]3[CH:33]=[CH:32][CH:31]=[CH:30][CH:29]=3)([C:22]3[CH:27]=[CH:26][CH:25]=[CH:24][CH:23]=3)[C:16]3[CH:21]=[CH:20][CH:19]=[CH:18][CH:17]=3)[CH:14]=2)C=CC=CC=1.C([Li])CCC.CCCCCC.O=[CH:58][CH2:59][C@H:60]([NH:68][C:69]([O:71][CH2:72][C:73]1[CH:78]=[CH:77][CH:76]=[CH:75][CH:74]=1)=[O:70])[C:61]([O:63][C:64]([CH3:67])([CH3:66])[CH3:65])=[O:62].[Cl-].[Na+]>O1CCCC1>[C:73]1([CH2:72][O:71][C:69]([NH:68][C@@H:60]([CH2:59]/[CH:58]=[CH:9]/[C:10]2[N:11]=[CH:12][N:13]([C:15]([C:16]3[CH:21]=[CH:20][CH:19]=[CH:18][CH:17]=3)([C:22]3[CH:23]=[CH:24][CH:25]=[CH:26][CH:27]=3)[C:28]3[CH:33]=[CH:32][CH:31]=[CH:30][CH:29]=3)[CH:14]=2)[C:61]([O:63][C:64]([CH3:67])([CH3:66])[CH3:65])=[O:62])=[O:70])[CH:78]=[CH:77][CH:76]=[CH:75][CH:74]=1 |f:0.1,5.6|. Reaction conditions: temperature -70 celsius, time 30 minute. Procedure details: 50.93 g (820 mmol) of triphenyl[[1-(triphenylmethyl)-1H-imidazol-4-yl]methyl]phosphonium chloride in solution in 333 ml of tetrahydrofuran are introduced, under argon, into a three-necked round-bottomed flask. 51.2 ml of a 1.6M solution of n-butyllithium in hexane (820 mmol) are added dropwise, at -70° C. After stirring for 30 minutes at -70° C., the reaction mixture is quickly poured into 270 ml of a 0.253M solution, cooled to -70° C., of 1,1-dimethylethyl (S)-4-oxo-2-[[(phenylmethoxy)carbonyl]... The solvent is O1CCCC1 (tetrahydrofuran), O1CCCC1 (tetrahydrofuran). The product is C1(=CC=CC=C1)COC(=O)N[C@H](C(=O)OC(C)(C)C)C\C=C\C=1N=CN(C1)C(C1=CC=CC=C1)(C1=CC=CC=C1)C1=CC=CC=C1 (1,1-dimethylethyl (S,E)-2-[[(phenylmethoxy)carbonyl]amino]-5-[1-(triphenylmethyl)-1H-imidazol-4-yl]pent-4-enoate).